Dataset: the Open Reaction Database (ORD), a public repository of structured organic reaction records. Task: describe an organic reaction: reactants, conditions, products, and yield Reactants: C(=O)(C(F)(F)F)O (TFA), ClC1=C(COCCN[C@@H]2CC[C@H](CC2)C)C=CC=C1 ([2-(2-chloro-benzyloxy)-ethyl]-(trans-4-methyl-cyclohexyl)-amine), C(C)OC(C(CSC1=CN=C(S1)N)(C)C)=O (3-(2-amino-thiazol-5-ylsulfanyl)-2,2-dimethyl-propionic acid ethyl ester), C1=CN(C=N1)C(=O)N2C=CN=C2 (CDI), [OH-].[Na+] (NaOH). The reagents and catalysts are CN(C)C=1C=CN=CC1 (DMAP). Solvent: C1CCOC1 (THF), C(C)O (Ethanol). Run at temperature 75 celsius, time 18 hour. The product is ClC1=C(COCCN(C(NC=2SC(=CN2)SCC(C(=O)O)(C)C)=O)[C@@H]2CC[C@H](CC2)C)C=CC=C1 (3-{2-[3-[2-(2-Chloro-benzyloxy)-ethyl]-3-(trans-4-methyl-cyclohexyl)-ureido]-thiazol-5-ylsulfanyl}-2,2-dimethyl-propionic acid). Isolated yield 53.0%. RXN SMILES: [C:1](O)(C(F)(F)F)=[O:2].[Cl:8][C:9]1[CH:26]=[CH:25][CH:24]=[CH:23][C:10]=1[CH2:11][O:12][CH2:13][CH2:14][NH:15][C@H:16]1[CH2:21][CH2:20][C@H:19]([CH3:22])[CH2:18][CH2:17]1.C([O:29][C:30](=[O:42])[C:31]([CH3:41])([CH3:40])[CH2:32][S:33][C:34]1[S:38][C:37]([NH2:39])=[N:36][CH:35]=1)C.C1N=CN(C(N2C=NC=C2)=O)C=1.[OH-].[Na+]>C1COCC1.CN(C1C=CN=CC=1)C.C(O)C>[Cl:8][C:9]1[CH:26]=[CH:25][CH:24]=[CH:23][C:10]=1[CH2:11][O:12][CH2:13][CH2:14][N:15]([C@H:16]1[CH2:17][CH2:18][C@H:19]([CH3:22])[CH2:20][CH2:21]1)[C:1](=[O:2])[NH:39][C:37]1[S:38][C:34]([S:33][CH2:32][C:31]([CH3:41])([CH3:40])[C:30]([OH:29])=[O:42])=[CH:35][N:36]=1 |f:4.5|. Procedure details: The TFA salt of [2-(2-chloro-benzyloxy)-ethyl]-(trans-4-methyl-cyclohexyl)-amine (169 mg, 0.60 mmol) in THF (5 mL) was added 3-(2-amino-thiazol-5-ylsulfanyl)-2,2-dimethyl-propionic acid ethyl ester (195 mg, 0.75 mmol), CDI (243 mg, 1.50 mmol) and DMAP (3.7 mg, 0.03 mmol). The reaction mixture was stirred for 18 h. Ethanol (1 mL) and NaOH (2.5 N, 3 mL, 7.5 mmol) was added and the reaction mixture was heated to 75° C. for 5 h. The mixture was allowed to cool to rt before pH was adjusted (pH<1). Th... RXN SMILES: [Br:1][N:2]1[C:3](=[O:4])[CH2:5][CH2:6][C:7]1=[O:8].[CH3:9][C:10]([C:11](=[O:12])[NH:13][c:14]1[c:15]([CH:20]2[NH:21][c:22]3[cH:23][cH:24][cH:25][cH:26][c:27]3[CH2:28]2)[cH:16][cH:17][cH:18][cH:19]1)([CH3:29])[CH3:30].[O:32]=[CH:33][N:34]([CH3:35])[CH3:36].[OH2:31]>>[Br:1][c:25]1[cH:24][cH:23][c:22]2[c:27]([cH:26]1)[CH2:28][CH:20]([c:15]1[c:14]([NH:13][C:11]([C:10]([CH3:9])([CH3:29])[CH3:30])=[O:12])[cH:19][cH:18][cH:17][cH:16]1)[NH:21]2. The reactants are O=C1CCC(=O)N1Br, CC(C)(C)C(=O)Nc1ccccc1C1Cc2ccccc2N1, CN(C)C=O, O. Yields the product CC(C)(C)C(=O)Nc1ccccc1C1Cc2cc(Br)ccc2N1. Reactants: CC(=O)O[BH-](OC(C)=O)OC(C)=O, C1CCOC1, CC(=O)O, O=CC1CC1, OC1(c2ccc(C#Cc3ccc(-c4ccc(Cl)cc4)cn3)cc2)CCNCC1, ClCCl, [Na+]. The product is OC1(c2ccc(C#Cc3ccc(-c4ccc(Cl)cc4)cn3)cc2)CCN(CC2CC2)CC1. RXN SMILES: [C:34]([O:35][BH-:36]([O:37][C:38](=[O:39])[CH3:40])[O:41][C:42](=[O:43])[CH3:44])(=[O:45])[CH3:46].[CH2:52]1[O:53][CH2:54][CH2:55][CH2:56]1.[CH3:48][C:49](=[O:50])[OH:51].[CH:29]1([CH:32]=[O:33])[CH2:30][CH2:31]1.[Cl:1][c:2]1[cH:3][cH:4][c:5](-[c:8]2[cH:9][cH:10][c:11]([C:14]#[C:15][c:16]3[cH:17][cH:18][c:19]([C:22]4([OH:28])[CH2:23][CH2:24][NH:25][CH2:26][CH2:27]4)[cH:20][cH:21]3)[n:12][cH:13]2)[cH:6][cH:7]1.[Cl:57][CH2:58][Cl:59].[Na+:47]>>[Cl:1][c:2]1[cH:3][cH:4][c:5](-[c:8]2[cH:9][cH:10][c:11]([C:14]#[C:15][c:16]3[cH:17][cH:18][c:19]([C:22]4([OH:28])[CH2:23][CH2:24][N:25]([CH2:32][CH:29]5[CH2:30][CH2:31]5)[CH2:26][CH2:27]4)[cH:20][cH:21]3)[n:12][cH:13]2)[cH:6][cH:7]1. Starting materials: C1CCOC1, [Li]CCCC, CN1C(=O)CC(c2ccccc2)C1C=O, [Cl-], [NH4+], C#Cc1ccccc1. The product is CN1C(=O)CC(c2ccccc2)C1C(O)C#Cc1ccccc1. As a reaction SMILES: [CH2:31]1[O:32][CH2:33][CH2:34][CH2:35]1.[CH3:9][CH2:10][CH2:11][CH2:12][Li:13].[CH:14](=[O:15])[CH:16]1[CH:17]([c:23]2[cH:24][cH:25][cH:26][cH:27][cH:28]2)[CH2:18][C:19](=[O:22])[N:20]1[CH3:21].[Cl-:29].[NH4+:30].[c:1]1([C:7]#[CH:8])[cH:2][cH:3][cH:4][cH:5][cH:6]1>>[c:1]1([C:7]#[C:8][CH:14]([OH:15])[CH:16]2[CH:17]([c:23]3[cH:24][cH:25][cH:26][cH:27][cH:28]3)[CH2:18][C:19](=[O:22])[N:20]2[CH3:21])[cH:2][cH:3][cH:4][cH:5][cH:6]1. The reactants are CN(C)CCN, COCCOC, [O-][n+]1nc(Cl)nc2cc3c(cc21)CCCCC3. Product: CN(C)CCNc1nc2cc3c(cc2[n+]([O-])n1)CCCCC3. RXN SMILES: [CH3:1][N:2]([CH2:3][CH2:4][NH2:5])[CH3:6].[CH3:24][O:25][CH2:26][CH2:27][O:28][CH3:29].[Cl:7][c:8]1[n:9][n+:10]([O-:23])[c:11]2[c:12]([n:13]1)[cH:14][c:15]1[c:16]([cH:17]2)[CH2:18][CH2:19][CH2:20][CH2:21][CH2:22]1>>[CH3:1][N:2]([CH2:3][CH2:4][NH:5][c:8]1[n:9][n+:10]([O-:23])[c:11]2[c:12]([n:13]1)[cH:14][c:15]1[c:16]([cH:17]2)[CH2:18][CH2:19][CH2:20][CH2:21][CH2:22]1)[CH3:6]. The reactants are COC(CC1=C(N(C2=NC=CC=C21)S(=O)(=O)C2=CC(=C(C=C2)F)C#N)C)=O ([1-(3-cyano-4-fluoro-benzenesulfonyl)-2-methyl-1H-pyrrolo[2,3-b]pyridin-3-yl]-acetic acid methyl ester), C([O-])([O-])=O.[K+].[K+] (potassium carbonate), N1CCOCC1 (morpholine). Solvent: C(C)#N (acetonitrile). Reaction conditions: time 2 hour. Product: C(#N)C=1C=C(C=CC1N1CCOCC1)S(=O)(=O)N1C(=C(C=2C1=NC=CC2)CC(=O)O)C ([1-(3-Cyano-4-morpholin-4-yl-benzenesulfonyl)-2-methyl-1H-pyrrolo[2,3-b]pyridin-3-yl]-acetic acid). As a reaction SMILES: C[O:2][C:3](=[O:27])[CH2:4][C:5]1[C:13]2[C:8](=[N:9][CH:10]=[CH:11][CH:12]=2)[N:7]([S:14]([C:17]2[CH:22]=[CH:21][C:20](F)=[C:19]([C:24]#[N:25])[CH:18]=2)(=[O:16])=[O:15])[C:6]=1[CH3:26].C(=O)([O-])[O-].[K+].[K+].[NH:34]1[CH2:39][CH2:38][O:37][CH2:36][CH2:35]1>C(#N)C>[C:24]([C:19]1[CH:18]=[C:17]([S:14]([N:7]2[C:8]3=[N:9][CH:10]=[CH:11][CH:12]=[C:13]3[C:5]([CH2:4][C:3]([OH:27])=[O:2])=[C:6]2[CH3:26])(=[O:16])=[O:15])[CH:22]=[CH:21][C:20]=1[N:34]1[CH2:39][CH2:38][O:37][CH2:36][CH2:35]1)#[N:25] |f:1.2.3|. Procedure details: To a solution of [1-(3-cyano-4-fluoro-benzenesulfonyl)-2-methyl-1H-pyrrolo[2,3-b]pyridin-3-yl]-acetic acid methyl ester (Example 54a) (60.7 mg, 0.157 mmol) in acetonitrile (3 ml) is added potassium carbonate (43.3 mg, 0.314 mmol) followed by morpholine (27.6 μl, 0.314 mmol). The reaction mixture is stirred at room temperature for 2 hours and then filtered and concentrated in vacuo to yield the titled compound as an orange oil which is used crude in the next step. (MH+ 455). The reactants are O=C([O-])[O-], COC(=O)CCNC(=O)c1ccc(OCc2ccc(Br)cc2C)cc1, [Na+], [Na+], O, OB(O)c1ccccc1, Cc1ccccc1, c1ccc(P(c2ccccc2)(c2ccccc2)[Pd](P(c2ccccc2)(c2ccccc2)c2ccccc2)(P(c2ccccc2)(c2ccccc2)c2ccccc2)P(c2ccccc2)(c2ccccc2)c2ccccc2)cc1. Product: COC(=O)CCNC(=O)c1ccc(OCc2ccc(-c3ccccc3)cc2C)cc1. RXN SMILES: [C:35](=[O:36])([O-:37])[O-:38].[CH3:1][O:2][C:3]([CH2:4][CH2:5][NH:6][C:7]([c:8]1[cH:9][cH:10][c:11]([O:14][CH2:15][c:16]2[c:17]([CH3:23])[cH:18][c:19]([Br:22])[cH:20][cH:21]2)[cH:12][cH:13]1)=[O:24])=[O:25].[Na+:39].[Na+:40].[OH2:41].[c:26]1([B:32]([OH:33])[OH:34])[cH:27][cH:28][cH:29][cH:30][cH:31]1.[c:42]1([CH3:43])[cH:44][cH:45][cH:46][cH:47][cH:48]1.[cH:49]1[cH:50][cH:51][c:52]([P:53]([Pd:54]([P:55]([c:56]2[cH:57][cH:58][cH:59][cH:60][cH:61]2)([c:62]2[cH:63][cH:64][cH:65][cH:66][cH:67]2)[c:68]2[cH:69][cH:70][cH:71][cH:72][cH:73]2)([P:74]([c:75]2[cH:76][cH:77][cH:78][cH:79][cH:80]2)([c:81]2[cH:82][cH:83][cH:84][cH:85][cH:86]2)[c:87]2[cH:88][cH:89][cH:90][cH:91][cH:92]2)[P:93]([c:94]2[cH:95][cH:96][cH:97][cH:98][cH:99]2)([c:100]2[cH:101][cH:102][cH:103][cH:104][cH:105]2)[c:106]2[cH:107][cH:108][cH:109][cH:110][cH:111]2)([c:112]2[cH:113][cH:114][cH:115][cH:116][cH:117]2)[c:118]2[cH:119][cH:120][cH:121][cH:122][cH:123]2)[cH:124][cH:125]1>>[CH3:1][O:2][C:3]([CH2:4][CH2:5][NH:6][C:7]([c:8]1[cH:9][cH:10][c:11]([O:14][CH2:15][c:16]2[c:17]([CH3:23])[cH:18][c:19](-[c:26]3[cH:27][cH:28][cH:29][cH:30][cH:31]3)[cH:20][cH:21]2)[cH:12][cH:13]1)=[O:24])=[O:25].